The task is: describe an organic reaction: reactants, conditions, products, and yield. This data is from the Open Reaction Database (ORD), a public repository of structured organic reaction records. The reactants are Cc1ccc([N+](=O)[O-])cc1C(=O)O, Cc1ccc([N+](=O)[O-])cc1C(=O)N(C)C, O=S(Cl)Cl. Product: Cc1ccc([N+](=O)[O-])cc1C(=O)Cl. Reaction SMILES: [CH3:16][c:17]1[cH:18][cH:19][c:20]([N+:21]([O-:22])=[O:23])[cH:24][c:25]1[C:26]([OH:27])=[O:28].[CH3:1][c:2]1[c:3]([C:4](=[O:5])[N:6]([CH3:7])[CH3:8])[cH:9][c:10]([N+:13](=[O:14])[O-:15])[cH:11][cH:12]1.[S:29]([Cl:30])([Cl:31])=[O:32]>>[CH3:1][c:2]1[c:3]([C:4](=[O:5])[Cl:31])[cH:9][c:10]([N+:13](=[O:14])[O-:15])[cH:11][cH:12]1. Reactants: C(C)(C)(C)[Li] (tert-Butyl lithium), OC(CCCCCCCCCCCC)C=1C=C(OC1)[Si](C)(C)C (4-(1-hydroxytridecyl)-2-trimethylsilylfuran), ICCCC(=O)Cl (4-iodobutyryl chloride), solution. The solvent is O1CCCC1 (tetrahydrofuran), O1CCCC1 (tetrahydrofuran), CCCCC (pentane). Reaction conditions: time 15 minute. Product: ICCCC(=O)OC(CCCCCCCCCCCC)C=1C=C(OC1)[Si](C)(C)C (4-[1-(4-Iodobutanoyloxy)tridecyl]-2-trimethylsilylfuran). RXN SMILES: C([Li])(C)(C)C.[OH:6][CH:7]([C:20]1[CH:21]=[C:22]([Si:25]([CH3:28])([CH3:27])[CH3:26])[O:23][CH:24]=1)[CH2:8][CH2:9][CH2:10][CH2:11][CH2:12][CH2:13][CH2:14][CH2:15][CH2:16][CH2:17][CH2:18][CH3:19].[I:29][CH2:30][CH2:31][CH2:32][C:33](Cl)=[O:34]>CCCCC.O1CCCC1>[I:29][CH2:30][CH2:31][CH2:32][C:33]([O:6][CH:7]([C:20]1[CH:21]=[C:22]([Si:25]([CH3:28])([CH3:27])[CH3:26])[O:23][CH:24]=1)[CH2:8][CH2:9][CH2:10][CH2:11][CH2:12][CH2:13][CH2:14][CH2:15][CH2:16][CH2:17][CH2:18][CH3:19])=[O:34]. Reported procedure: tert-Butyl lithium (a 1.7 M solution in pentane; 0.33 ml, 0.56 mmol) was added dropwise to a solution of 4-(1-hydroxytridecyl)-2-trimethylsilylfuran (188.1 mg, 0.56 mmol) in tetrahydrofuran (4 ml) at 0° under argon. After 15 minutes, a solution of 4-iodobutyryl chloride (129 mg, 0.56 mmol) in tetrahydrofuran (1 ml) was added. Stirring was continued overnight while the cooling bath attained room temperature. The mixture was quenched with water and extracted with ethyl ether. Evaporation of the dr... The yield is 28.0%. Reagents/catalysts: [Cl-].C(CCC)[N+](CCCC)(CCCC)CCCC (tetra n-butyl ammonium chloride). Procedure details: The title compound was prepared by following general procedure 4. 9-Chloro-3-methyl-1,2,3,4,5,6-hexahydroazepino[4,5-b]indole (100 mg, 0.42 mmol), tetra n-butyl ammonium chloride (6 mg, 0.025 mmol), 4-vinylpyridine (53 mg, 0.51 mmol) were taken into 50% NaOH (3 mL). The reaction mixture was heated overnight at 110° C. The reaction was monitored by TLC. After completion of reaction, the reaction mixture was extracted with ethyl acetate and water, the organic layer was dried over Na2SO4, and conce... Yields the product ClC1=CC=2C3=C(N(C2C=C1)CCC1=CC=NC=C1)CCN(CC3)C (9-chloro-3-methyl-6-(2-(pyridin-4-yl)ethyl)-1,2,3,4,5,6-hexahydroazepino[4,5-b]indole). Reaction conditions: temperature 110 celsius. As a reaction SMILES: [Cl:1][C:2]1[CH:10]=[CH:9][C:8]2[NH:7][C:6]3[CH2:11][CH2:12][N:13]([CH3:16])[CH2:14][CH2:15][C:5]=3[C:4]=2[CH:3]=1.[CH:17]([C:19]1[CH:24]=[CH:23][N:22]=[CH:21][CH:20]=1)=[CH2:18].[OH-].[Na+]>[Cl-].C([N+](CCCC)(CCCC)CCCC)CCC>[Cl:1][C:2]1[CH:10]=[CH:9][C:8]2[N:7]([CH2:18][CH2:17][C:19]3[CH:24]=[CH:23][N:22]=[CH:21][CH:20]=3)[C:6]3[CH2:11][CH2:12][N:13]([CH3:16])[CH2:14][CH2:15][C:5]=3[C:4]=2[CH:3]=1 |f:2.3,4.5|. The reactants are ClC1=CC=2C3=C(NC2C=C1)CCN(CC3)C (9-Chloro-3-methyl-1,2,3,4,5,6-hexahydroazepino[4,5-b]indole), C(=C)C1=CC=NC=C1 (4-vinylpyridine), [OH-].[Na+] (NaOH). Starting materials: ClC1=CC=C(C=C1)CCN(C(CC1=CC=C(COC2=C(C(=O)OC)C=CC=C2)C=C1)=O)CCCCCCC (Methyl 2-[(4-{2-[[2-(4-chlorophenyl)ethyl](heptyl)amino]-2-oxoethyl}benzyl)oxy]-benzoate), [OH-].[K+] (potassium hydroxide). Run in CCO (EtOH). The product is ClC1=CC=C(C=C1)CCN(C(CC1=CC=C(COC2=C(C(=O)O)C=CC=C2)C=C1)=O)CCCCCCC (2-[(4-{2-[[2-(4-chlorophenyl)ethyl](heptyl)amino]-2-oxoethyl}benzyl)oxy]-benzoic acid). The yield is 70.6%. RXN SMILES: [Cl:1][C:2]1[CH:7]=[CH:6][C:5]([CH2:8][CH2:9][N:10]([CH2:32][CH2:33][CH2:34][CH2:35][CH2:36][CH2:37][CH3:38])[C:11](=[O:31])[CH2:12][C:13]2[CH:30]=[CH:29][C:16]([CH2:17][O:18][C:19]3[CH:28]=[CH:27][CH:26]=[CH:25][C:20]=3[C:21]([O:23]C)=[O:22])=[CH:15][CH:14]=2)=[CH:4][CH:3]=1.[OH-].[K+]>CCO>[Cl:1][C:2]1[CH:3]=[CH:4][C:5]([CH2:8][CH2:9][N:10]([CH2:32][CH2:33][CH2:34][CH2:35][CH2:36][CH2:37][CH3:38])[C:11](=[O:31])[CH2:12][C:13]2[CH:30]=[CH:29][C:16]([CH2:17][O:18][C:19]3[CH:28]=[CH:27][CH:26]=[CH:25][C:20]=3[C:21]([OH:23])=[O:22])=[CH:15][CH:14]=2)=[CH:6][CH:7]=1 |f:1.2|. Procedure details: Methyl 2-[(4-{2-[[2-(4-chlorophenyl)ethyl](heptyl)amino]-2-oxoethyl}benzyl)oxy]-benzoate (0.224 g, 0.418 mmol) was dissolved in EtOH (5 ml, 95%) and potassium hydroxide (0.047 g, 0.836 mmol) was added. The reaction was performed in an single node microwave oven (7 min, 150° C.). Work-up was by removing the solvent by evaporation and addition of HCl (2 ml, 1 M). The water-phase was extracted with two portions of EtOAc (20 ml) and the organic phase was dried (MgSO4) and the solvent was removed by ... Starting materials: CC1=C(N=C(O1)C1=CC=CC=C1)COC=1C=C(COC=2C=C(C=NC2)CC#N)C=CC1 (2-[5-[3-[(5-methyl-2-phenyl-4-oxazolyl)methoxy]benzyloxy]-3-pyridyl]acetonitrile), Cl (hydrochloric acid), [OH-].[Na+] (sodium hydroxide), C(C)O (ethanol), O (Water). Reported procedure: A mixture of 2-[5-[3-[(5-methyl-2-phenyl-4-oxazolyl)methoxy]benzyloxy]-3-pyridyl]acetonitrile (2.90 g), a 4N aqueous sodium hydroxide solution (15 mL) and ethanol (15 mL) was heated under reflux for 4 hrs. Water was added to the reaction mixture, and the reaction mixture was neutralized with 1N hydrochloric acid and extracted with ethyl acetate. The organic layer was washed with saturated brine, dried over anhydrous magnesium sulfate and concentrated to give crystals (2.58 g, 85%) of 2-[5-[3-[(5... The yield is 85.0%. As a reaction SMILES: [CH3:1][C:2]1OC(C2C=CC=CC=2)=[N:4][C:3]=1[CH2:13][O:14][C:15]1[CH:16]=[C:17]([CH:29]=[CH:30][CH:31]=1)[CH2:18][O:19][C:20]1[CH:21]=[C:22]([CH2:26][C:27]#N)[CH:23]=[N:24][CH:25]=1.[OH-:32].[Na+].[CH2:34]([OH:36])[CH3:35].Cl.[OH2:38]>>[CH3:1][C:2]1[O:36][C:34]([C:35]2[CH:17]=[CH:16][CH:15]=[CH:31][CH:30]=2)=[N:4][C:3]=1[CH2:13][O:14][C:15]1[CH:16]=[C:17]([CH:29]=[CH:30][CH:31]=1)[CH2:18][O:19][C:20]1[CH:21]=[C:22]([CH2:26][C:27]([OH:38])=[O:32])[CH:23]=[N:24][CH:25]=1 |f:1.2|. Yields the product CC1=C(N=C(O1)C1=CC=CC=C1)COC=1C=C(COC=2C=C(C=NC2)CC(=O)O)C=CC1 (2-[5-[3-[(5-methyl-2-phenyl-4-oxazolyl)methoxy]benzyloxy]-3-pyridyl]acetic acid).